From a dataset of the Open Reaction Database (ORD), a public repository of structured organic reaction records. describe an organic reaction: reactants, conditions, products, and yield Reactants: C(C)(=O)OC1=C(C=CC(=C1)C)C=C(Br)Br (2-(2,2-dibromovinyl)-5-methylphenyl acetate), C(=O)([O-])[O-].[K+].[K+] (K2CO3). The solvent is O (water), CO (MeOH). Yields the product BrC(=CC1=C(C=C(C=C1)C)O)Br (2-(2,2-dibromovinyl)-5-methylphenol). Yield: 93.6%. Reaction SMILES: C([O:4][C:5]1[CH:10]=[C:9]([CH3:11])[CH:8]=[CH:7][C:6]=1[CH:12]=[C:13]([Br:15])[Br:14])(=O)C.C([O-])([O-])=O.[K+].[K+]>CO.O>[Br:14][C:13]([Br:15])=[CH:12][C:6]1[CH:7]=[CH:8][C:9]([CH3:11])=[CH:10][C:5]=1[OH:4] |f:1.2.3|. Reported procedure: A solution of 2-(2,2-dibromovinyl)-5-methylphenyl acetate (16.5 g, 49.4 mmol) in 100 mL of MeOH was treated with a solution of K2CO3 (10.24 g, 74.1 mmol) dissolved in 5.0 mL of water and stirred at RT. The reaction mixture immediately turned yellow and cloudy. After 30 min the mixture was concentrated under reduced pressure to remove MeOH. The crude material was diluted with water and carefully adjusted to pH˜5-6 via addition of 2M HCl. The crude mixture was extracted with EtOAc×2, dried over Mg... Reactants: O=S1(=O)CS(=O)(=O)OCCO1, Cl, [K+], O=[Mn](=O)(=O)[O-], [Na+], [OH-], O. RXN SMILES: [CH2:9]1[S:10](=[O:11])(=[O:12])[O:13][CH2:14][CH2:15][O:16][S:17]1(=[O:18])=[O:19].[ClH:7].[K+:6].[Mn:1]([O-:2])(=[O:3])(=[O:4])=[O:5].[Na+:21].[OH-:20].[OH2:8]>>[Cl:7][CH:9]1[S:10](=[O:11])(=[O:12])[O:13][CH2:14][CH2:15][O:16][S:17]1(=[O:18])=[O:19]. Product: O=S1(=O)OCCOS(=O)(=O)C1Cl.